describe an organic reaction: reactants, conditions, products, and yield From a dataset of the Open Reaction Database (ORD), a public repository of structured organic reaction records. Reactants: [OH-].[NH4+] (ammonium hydroxide), C(C=C)C1=C(CC=2C(=NC(=NC2)N)N)C=C(C(=C1O)OC)OC (5-(2-allyl-3-hydroxy-4,5-dimethoxybenzyl)-2,4-diaminopyrimidine), polyphosphoric acid, ice water. Yields the product NC1=NC=C(C(=N1)N)CC1=CC(=C(C2=C1CC(O2)C)OC)OC (2,4-Diamino-5-(2,3-dihydro-6,7-dimethoxy-2-methyl-4-benzofuranylmethyl)-pyrimidine). The yield is 80.0%. As a reaction SMILES: [CH2:1]([C:4]1[C:18]([OH:19])=[C:17]([O:20][CH3:21])[C:16]([O:22][CH3:23])=[CH:15][C:5]=1[CH2:6][C:7]1[C:8]([NH2:14])=[N:9][C:10]([NH2:13])=[N:11][CH:12]=1)[CH:2]=[CH2:3].[OH-].[NH4+]>>[NH2:13][C:10]1[N:9]=[C:8]([NH2:14])[C:7]([CH2:6][C:5]2[C:4]3[CH2:1][CH:2]([CH3:3])[O:19][C:18]=3[C:17]([O:20][CH3:21])=[C:16]([O:22][CH3:23])[CH:15]=2)=[CH:12][N:11]=1 |f:1.2|. Reported procedure: A mixture of 5-(2-allyl-3-hydroxy-4,5-dimethoxybenzyl)-2,4-diaminopyrimidine (1.50 g, 4.74 mmol) and polyphosphoric acid (50 g) was heated to 95° and maintained at this temperature with stirring until a clear pale yellow syrup was achieved (about 1 h). This syrup was poured into ice-water and the resulting solution basified with ammonium hydroxide. The resulting white solid (1.3 g) was chromatographed on silica gel eluted with MeOH:CH2Cl2 /1:9 to give the title compound as white powder (1.2 g). ... Reactants: O=C([O-])[O-], CN(C)C=O, CC(C)c1ccc(C(=O)N2CC2)cc1, [K+], [K+], O, COC(=O)c1ccc(O)cc1. Yields the product COC(=O)c1ccc(OCCNC(=O)c2ccc(C(C)C)cc2)cc1. As a reaction SMILES: [C:26](=[O:27])([O-:28])[O-:29].[CH3:32][N:33]([CH3:34])[CH:35]=[O:36].[CH:1]([CH3:2])([CH3:3])[c:4]1[cH:5][cH:6][c:7]([C:8](=[O:9])[N:10]2[CH2:11][CH2:12]2)[cH:13][cH:14]1.[K+:30].[K+:31].[OH2:37].[OH:15][c:16]1[cH:17][cH:18][c:19]([C:20](=[O:21])[O:22][CH3:23])[cH:24][cH:25]1>>[CH:1]([CH3:2])([CH3:3])[c:4]1[cH:5][cH:6][c:7]([C:8](=[O:9])[NH:10][CH2:12][CH2:11][O:15][c:16]2[cH:17][cH:18][c:19]([C:20](=[O:21])[O:22][CH3:23])[cH:24][cH:25]2)[cH:13][cH:14]1. The reactants are C=CC#N, Cl, c1ccc(C23CCNCC2c2ccccc2O3)cc1. Yields the product Cl, N#CCCN1CCC2(c3ccccc3)Oc3ccccc3C2C1. As a reaction SMILES: [CH2:20]=[CH:21][C:22]#[N:23].[ClH:24].[c:1]1([C:7]23[CH:8]([CH2:9][NH:10][CH2:11][CH2:12]2)[c:13]2[c:14]([cH:16][cH:17][cH:18][cH:19]2)[O:15]3)[cH:2][cH:3][cH:4][cH:5][cH:6]1>>[ClH:24].[c:1]1([C:7]23[CH:8]([CH2:9][N:10]([CH2:20][CH2:21][C:22]#[N:23])[CH2:11][CH2:12]2)[c:13]2[c:14]([cH:16][cH:17][cH:18][cH:19]2)[O:15]3)[cH:2][cH:3][cH:4][cH:5][cH:6]1. Starting materials: COC (methyl ether), CCS (EtSH), N1(CCCC1)CCOC1=CC=C(C=C1)C(=O)C=1C2=C(SC1C1=CC=C(C=C1)OC)C=CC=C2 (2-(4-methoxyphenyl)-benzo[b]thiophen-3-yl 4-[2-(1-pyrrolidinyl)ethoxy]phenyl ketone), [Al+3].[Cl-].[Cl-].[Cl-] (AlCl3). Solvent: ClC(C)Cl (dichloroethane). Yields the product N1(CCCC1)CCOC1=CC=C(C=C1)C(=O)C=1C2=C(SC1C1=CC=C(C=C1)O)C=CC=C2 (2-(4-Hydroxyphenyl)benzo[b]thiophen-3-yl 4-[2-(1-Pyrrolidinyl)ethoxy]phenyl Ketone). The yield is 33.0%. RXN SMILES: COC.[N:4]1([CH2:9][CH2:10][O:11][C:12]2[CH:17]=[CH:16][C:15]([C:18]([C:20]3[C:21]4[CH:36]=[CH:35][CH:34]=[CH:33][C:22]=4[S:23][C:24]=3[C:25]3[CH:30]=[CH:29][C:28]([O:31]C)=[CH:27][CH:26]=3)=[O:19])=[CH:14][CH:13]=2)[CH2:8][CH2:7][CH2:6][CH2:5]1.[Al+3].[Cl-].[Cl-].[Cl-].CCS>ClC(Cl)C>[N:4]1([CH2:9][CH2:10][O:11][C:12]2[CH:17]=[CH:16][C:15]([C:18]([C:20]3[C:21]4[CH:36]=[CH:35][CH:34]=[CH:33][C:22]=4[S:23][C:24]=3[C:25]3[CH:26]=[CH:27][C:28]([OH:31])=[CH:29][CH:30]=3)=[O:19])=[CH:14][CH:13]=2)[CH2:8][CH2:7][CH2:6][CH2:5]1 |f:2.3.4.5|. Procedure details: By cleaving the methyl ether of 2-(4-methoxyphenyl)-benzo[b]thiophen-3-yl 4-[2-(1-pyrrolidinyl)ethoxy]phenyl ketone using AlCl3 (about 8 eq) and EtSH (about 10 eq) in dichloroethane at 0° C., the title compound was obtained in 33% yield as an oil following radial chromatography (SiO2; gradient of 2-10% MeOH in CH2Cl2). Starting materials: C(C1=CC=CC=C1)(=O)OC\C=C(\CCC1=C(C(=C(C(=C1C)O)C)C)O)/C ((E)-5-(2,5-dihydroxy-3,4,6-trimethylphenyl)-3-methyl-2-pentenyl benzoate), (R)-6,6'-dimethyl-2,2'-bis-(diphenylphosphino)-1,1'-biphenyl, π-allylpalladium chloride dimer. Solvent: C1CCOC1 (THF). The product is C[C@@]1(OC2=C(CC1)C(=C(C(=C2C)C)O)C)C=C ((S)-3,4-dihydro-2,5,7,8-tetramethyl-2-vinyl-2H-[1]-benzopyran-6-ol). The yield is 56.0%. Reaction SMILES: C(O[CH2:10]/[CH:11]=[C:12](\[CH3:26])/[CH2:13][CH2:14][C:15]1[C:20]([CH3:21])=[C:19]([OH:22])[C:18]([CH3:23])=[C:17]([CH3:24])[C:16]=1[OH:25])(=O)C1C=CC=CC=1>C1COCC1>[CH3:26][C@@:12]1([CH:11]=[CH2:10])[CH2:13][CH2:14][C:15]2[C:20]([CH3:21])=[C:19]([OH:22])[C:18]([CH3:23])=[C:17]([CH3:24])[C:16]=2[O:25]1. Reported procedure: A solution of 106 mg (0.3 mmol) of (E)-5-(2,5-dihydroxy-3,4,6-trimethylphenyl)-3-methyl-2-pentenyl benzoate, 5 mg (3%) of (R)-6,6'-dimethyl-2,2'-bis-(diphenylphosphino)-1,1'-biphenyl and 1.7 mg (1.5%) of π-allylpalladium chloride dimer in 5 ml of THF was heated to 70° C. for 24 hours. After cooling the solvent was removed and the residue was Purified as described in Experiment 1, yielding 39 mg of (S)-3,4-dihydro-2,5,7,8-tetramethyl-2-vinyl-2H-[1]-benzopyran-6-ol. O.P. 56%. The reactants are CC(=O)OC(C)=O, Cc1cc(N(CCCN)CC(=O)NCCc2ccc3c(c2)OCO3)nc(-n2ccnc2)n1, c1ccncc1. Product: CC(=O)NCCCN(CC(=O)NCCc1ccc2c(c1)OCO2)c1cc(C)nc(-n2ccnc2)n1. RXN SMILES: [CH3:33][C:34](=[O:35])[O:36][C:37](=[O:38])[CH3:39].[NH2:1][CH2:2][CH2:3][CH2:4][N:5]([CH2:6][C:7](=[O:8])[NH:9][CH2:10][CH2:11][c:12]1[cH:13][c:14]2[c:15]([cH:19][cH:20]1)[O:16][CH2:17][O:18]2)[c:21]1[n:22][c:23](-[n:28]2[cH:29][n:30][cH:31][cH:32]2)[n:24][c:25]([CH3:27])[cH:26]1.[cH:40]1[cH:41][cH:42][n:43][cH:44][cH:45]1>>[NH:1]([CH2:2][CH2:3][CH2:4][N:5]([CH2:6][C:7](=[O:8])[NH:9][CH2:10][CH2:11][c:12]1[cH:13][c:14]2[c:15]([cH:19][cH:20]1)[O:16][CH2:17][O:18]2)[c:21]1[n:22][c:23](-[n:28]2[cH:29][n:30][cH:31][cH:32]2)[n:24][c:25]([CH3:27])[cH:26]1)[C:34]([CH3:33])=[O:35]. The reactants are BrCc1ccccc1, Brc1ccc(C2OCCO2)cn1, C1CCOC1, [Zn]. The product is c1ccc(Cc2ccc(C3OCCO3)cn2)cc1. As a reaction SMILES: [Br:1][CH2:2][c:3]1[cH:4][cH:5][cH:6][cH:7][cH:8]1.[Br:9][c:10]1[n:11][cH:12][c:13]([CH:16]2[O:17][CH2:18][CH2:19][O:20]2)[cH:14][cH:15]1.[O:22]1[CH2:23][CH2:24][CH2:25][CH2:26]1.[Zn:21]>>[CH2:2]([c:3]1[cH:4][cH:5][cH:6][cH:7][cH:8]1)[c:10]1[n:11][cH:12][c:13]([CH:16]2[O:17][CH2:18][CH2:19][O:20]2)[cH:14][cH:15]1. Reactants: ClCCCC(=O)C1=C2CCC=3C=CC(=C(C=C1)C32)C(CCCCl)=O (3,6-bis(4-chlorobutyryl)acenaphthene), [I-].[K+] (potassium iodide), C(C)NCC (diethylamine). Solvent: O1CCCC1 (tetrahydrofuran). Run at temperature 120 celsius. Yields the product Cl.Cl.C(C)N(CCCC(=O)C1=C2CCC=3C=CC(=C(C=C1)C32)C(CCCN(CC)CC)=O)CC (3,6-Bis[4-(diethylamino)butyryl]acenaphthene dihydrochloride). As a reaction SMILES: [Cl:1][CH2:2][CH2:3][CH2:4][C:5]([C:7]1[CH:17]=[CH:16][C:15]2[C:18]3[C:8]=1[CH2:9][CH2:10][C:11]=3[CH:12]=[CH:13][C:14]=2[C:19](=[O:24])[CH2:20][CH2:21][CH2:22]Cl)=[O:6].[I-].[K+].[CH2:27]([NH:29][CH2:30][CH3:31])[CH3:28]>O1CCCC1>[ClH:1].[ClH:1].[CH2:27]([N:29]([CH2:30][CH3:31])[CH2:2][CH2:3][CH2:4][C:5]([C:7]1[CH:17]=[CH:16][C:15]2[C:18]3[C:8]=1[CH2:9][CH2:10][C:11]=3[CH:12]=[CH:13][C:14]=2[C:19](=[O:24])[CH2:20][CH2:21][CH2:22][N:29]([CH2:30][CH3:31])[CH2:27][CH3:28])=[O:6])[CH3:28] |f:1.2,5.6.7|. Reported procedure: A mixture of 36.1 g (0.10 mole) of 3,6-bis(4-chlorobutyryl)acenaphthene, 2 g of potassium iodide, 100 ml of diethylamine and 100 ml of tetrahydrofuran is placed in a bomb and heated for 24 hours at 120° C. Upon cooling, the mixture is filtered and the filtrate evaporated to dryness. The cooled residue is dissolved in 300 ml of 10% hydrochloric acid, filtered and the acid filtrate made alkaline with a 20% sodium hydroxide solution. The resulting 3,6-bis[4-(diethylamino)butyryl]acenaphthene so obt... The reactants are CC(=O)O, CC(=O)Nc1cc2cc([N+](=O)[O-])ccc2oc1=O, O=S(=O)(O)O. Yields the product Nc1cc2cc([N+](=O)[O-])ccc2oc1=O. RXN SMILES: [CH3:24][C:25](=[O:26])[OH:27].[N+:1](=[O:2])([O-:3])[c:4]1[cH:5][cH:6][c:7]2[c:8]([cH:9][c:10]([NH:14][C:15](=[O:16])[CH3:17])[c:11](=[O:13])[o:12]2)[cH:18]1.[S:19](=[O:20])(=[O:21])([OH:22])[OH:23]>>[N+:1](=[O:2])([O-:3])[c:4]1[cH:5][cH:6][c:7]2[c:8]([cH:9][c:10]([NH2:14])[c:11](=[O:13])[o:12]2)[cH:18]1. Starting materials: BrC1=CC=C(C=C1)C1=C(C(=NO1)C)C=O (5-(4-bromo-phenyl)-3-methyl-isoxazole-4-carbaldehyde), C1(=CC=CC=C1)C1CNCCC1 (3-phenyl-piperidine). The product is BrC1=CC=C(C=C1)C1=C(C(=NO1)C)CN1CC(CCC1)C1=CC=CC=C1 (1-[5-(4-Bromo-phenyl)-3-methyl-isoxazol-4-ylmethyl]-3-phenyl-piperidine). RXN SMILES: [Br:1][C:2]1[CH:7]=[CH:6][C:5]([C:8]2[O:12][N:11]=[C:10]([CH3:13])[C:9]=2[CH:14]=O)=[CH:4][CH:3]=1.[C:16]1([CH:22]2[CH2:27][CH2:26][CH2:25][NH:24][CH2:23]2)[CH:21]=[CH:20][CH:19]=[CH:18][CH:17]=1>>[Br:1][C:2]1[CH:7]=[CH:6][C:5]([C:8]2[O:12][N:11]=[C:10]([CH3:13])[C:9]=2[CH2:14][N:24]2[CH2:25][CH2:26][CH2:27][CH:22]([C:16]3[CH:21]=[CH:20][CH:19]=[CH:18][CH:17]=3)[CH2:23]2)=[CH:4][CH:3]=1. Procedure details: Prepared according to the procedure described in Example 1, Step 12, using 5-(4-bromo-phenyl)-3-methyl-isoxazole-4-carbaldehyde and 3-phenyl-piperidine.